Dataset: the Open Reaction Database (ORD), a public repository of structured organic reaction records. Task: describe an organic reaction: reactants, conditions, products, and yield The reactants are COC1=CC=C(C(=O)C2=CC3=C(N=CS3=O)C=C2)C=C1 (6-(4-methoxybenzoyl)benzothiazolinone). The solvent is Br (hydrobromic acid), C(C)(=O)O (acetic acid). Yields the product OC1=CC=C(C(=O)C2=CC3=C(N=CS3=O)C=C2)C=C1 (6-(4-Hydroxybenzoyl)Benzothiazolinone). As a reaction SMILES: C[O:2][C:3]1[CH:20]=[CH:19][C:6]([C:7]([C:9]2[CH:18]=[CH:17][C:12]3[N:13]=[CH:14][S:15](=[O:16])[C:11]=3[CH:10]=2)=[O:8])=[CH:5][CH:4]=1>Br.C(O)(=O)C>[OH:2][C:3]1[CH:20]=[CH:19][C:6]([C:7]([C:9]2[CH:18]=[CH:17][C:12]3[N:13]=[CH:14][S:15](=[O:16])[C:11]=3[CH:10]=2)=[O:8])=[CH:5][CH:4]=1. Reported procedure: 0.02 mol of 6-(4-methoxybenzoyl)benzothiazolinone obtained in Example 30 are placed in a mixture of 15 cc of 47% hydrobromic acid and 15 cc of acetic acid. The mixture is refluxed with agitation for 72 hours. It is allowed to cool and the product is drained, dried, washed with water, and recrystallized from alcohol at 95° C. Starting materials: IC1=C(C(=C(C=C1)NC([C@@](C(F)(F)F)(C)O)=O)Cl)Cl ((R)-N-[4-iodo-2,3-dichlorophenyl]-2-hydroxy-2-methyl-3,3,3-trifluoropropanamide), CN(C)C=O (DMF), C(C)(C)[Si](S)(C(C)C)C(C)C (Triisopropylsilane thiol), [H-].[Na+] (sodium hydride). The reagents and catalysts are C=1C=CC(=CC1)[P](C=2C=CC=CC2)(C=3C=CC=CC3)[Pd]([P](C=4C=CC=CC4)(C=5C=CC=CC5)C=6C=CC=CC6)([P](C=7C=CC=CC7)(C=8C=CC=CC8)C=9C=CC=CC9)[P](C=1C=CC=CC1)(C=1C=CC=CC1)C=1C=CC=CC1 (tetrakis(triphenylphosphine)palladium(0)). The solvent is C1(=CC=CC=C1)C (toluene), CCOC(=O)C (EtOAc), C1CCOC1 (THF). Reaction conditions: temperature 0 celsius, time 17 hour. The product is ClC1=C(C=CC(=C1Cl)S)NC([C@@](C(F)(F)F)(C)O)=O ((R)-N-[2,3-Dichloro-4-mercaptophenyl]-2-hydroxy-2-methyl-3,3,3-trifluoropropanamide). RXN SMILES: C([Si](C(C)C)(C(C)C)[SH:5])(C)C.[H-].[Na+].I[C:15]1[CH:20]=[CH:19][C:18]([NH:21][C:22](=[O:30])[C@:23]([OH:29])([CH3:28])[C:24]([F:27])([F:26])[F:25])=[C:17]([Cl:31])[C:16]=1[Cl:32].CN(C=O)C>C1COCC1.C1(C)C=CC=CC=1.C1C=CC([P]([Pd]([P](C2C=CC=CC=2)(C2C=CC=CC=2)C2C=CC=CC=2)([P](C2C=CC=CC=2)(C2C=CC=CC=2)C2C=CC=CC=2)[P](C2C=CC=CC=2)(C2C=CC=CC=2)C2C=CC=CC=2)(C2C=CC=CC=2)C2C=CC=CC=2)=CC=1.CCOC(C)=O>[Cl:31][C:17]1[C:16]([Cl:32])=[C:15]([SH:5])[CH:20]=[CH:19][C:18]=1[NH:21][C:22](=[O:30])[C@:23]([OH:29])([CH3:28])[C:24]([F:27])([F:26])[F:25] |f:1.2,^1:53,55,74,93|. Procedure: Triisopropylsilane thiol (2.0 ml) was added to a stirred suspension of sodium hydride (0.37 g, 60% mineral oil dispersion) in anhydrous THF (30 ml) cooled to 0° C. under argon. After 20 minutes at this temperature the reaction mixture was added to a stirred suspension of (R)-N-[4-iodo-2,3-dichlorophenyl]-2-hydroxy-2-methyl-3,3,3-trifluoropropanamide (Method 4) (4.0 g) and tetrakis(triphenylphosphine)palladium(0) (0.86 g) in anhydrous toluene (40 ml). The mixture was heated to 85° C. for 5 hours ... Reactants: C1(CCCCC1)C(C)N (1-Cyclohexyl-1-ethylamine), OCCNC(C)C1CCCCC1 (N-(2-hydroxyethyl)-N-(1-cyclohexyl-1-ethyl)amine), alcohol, O=S(Cl)Cl (SOCl2). Yields the product [Cl-].ClCC[NH2+]C(C)C1CCCCC1 (N-(2-chloroethyl)-N-(1-cyclohexyl -1-ethyl)ammonium chloride). Reaction SMILES: C1(C(N)C)CCCCC1.O[CH2:11][CH2:12][NH:13][CH:14]([CH:16]1[CH2:21][CH2:20][CH2:19][CH2:18][CH2:17]1)[CH3:15].O=S(Cl)[Cl:24]>>[Cl-:24].[Cl:24][CH2:11][CH2:12][NH2+:13][CH:14]([CH:16]1[CH2:21][CH2:20][CH2:19][CH2:18][CH2:17]1)[CH3:15] |f:3.4|. Reported procedure: 1-Cyclohexyl-1-ethylamine was converted to N-(2-hydroxyethyl)-N-(1-cyclohexyl-1-ethyl)amine according to Method B5a. The alcohol was reacted with SOCl2 according to Method B7a to give N-(2-chloroethyl)-N-(1-cyclohexyl -1-ethyl)ammonium chloride. The chloroethylamine was reacted with 2-methyl-4-nitrophenyl isothiocyanate according to Method C1a to give 2-(2-methyl-4-nitrophenylimino)-3-(1-cyclohexyl-1-ethyl)-1,3-thiazolidine. The reactants are CC(C)(C)OC(=O)N1CCN(c2nc(OCc3cccc(Cl)c3)cnc2Br)CC1, C1CCOC1, CB(O)O, [Fe+2], [K+], [K+], [K+], O=P([O-])([O-])[O-], c1ccc(P(c2ccccc2)[c-]2cccc2)cc1, c1ccc(P(c2ccccc2)[c-]2cccc2)cc1. Product: Cc1ncc(OCc2cccc(Cl)c2)nc1N1CCN(C(=O)OC(C)(C)C)CC1. RXN SMILES: [C:1]([CH3:2])([CH3:3])([CH3:4])[O:5][C:6](=[O:7])[N:8]1[CH2:9][CH2:10][N:11]([c:14]2[n:15][c:16]([O:21][CH2:22][c:23]3[cH:24][c:25]([Cl:29])[cH:26][cH:27][cH:28]3)[cH:17][n:18][c:19]2[Br:20])[CH2:12][CH2:13]1.[CH2:42]1[O:43][CH2:44][CH2:45][CH2:46]1.[CH3:30][B:31]([OH:32])[OH:33].[Fe+2:83].[K+:39].[K+:40].[K+:41].[P:34]([O-:35])([O-:36])([O-:37])=[O:38].[cH:47]1[cH:48][cH:49][c:50]([P:51]([c:52]2[cH:53][cH:54][cH:55][cH:56][cH:57]2)[c-:58]2[cH:59][cH:60][cH:61][cH:62]2)[cH:63][cH:64]1.[cH:65]1[cH:66][cH:67][c:68]([P:69]([c:70]2[cH:71][cH:72][cH:73][cH:74][cH:75]2)[c-:76]2[cH:77][cH:78][cH:79][cH:80]2)[cH:81][cH:82]1>>[C:1]([CH3:2])([CH3:3])([CH3:4])[O:5][C:6](=[O:7])[N:8]1[CH2:9][CH2:10][N:11]([c:14]2[n:15][c:16]([O:21][CH2:22][c:23]3[cH:24][c:25]([Cl:29])[cH:26][cH:27][cH:28]3)[cH:17][n:18][c:19]2[CH3:30])[CH2:12][CH2:13]1. Reactants: N1CCC(CC1)C(=O)O (piperidine-4-carboxylic acid), C1(=CC=CC=C1)C(N1CC(C1)=O)C1=CC=CC=C1 (1-(diphenylmethyl)azetidin-3-one), C(#N)[BH3-].C[NH+](C)C (trimethylammonium cyanoborohydride). Solvent: C(C)(=O)O (acetic acid), CO (methanol), CO (Methanol). Run at temperature 120 celsius. The product is C1(=CC=CC=C1)C(N1CC(C1)N1CCC(CC1)C(=O)O)C1=CC=CC=C1 (1-[1-(diphenylmethyl)azetidin-3-yl]piperidine-4-carboxylic acid). Isolated yield 99.9%. Reaction SMILES: [NH:1]1[CH2:6][CH2:5][CH:4]([C:7]([OH:9])=[O:8])[CH2:3][CH2:2]1.[C:10]1([CH:16]([C:22]2[CH:27]=[CH:26][CH:25]=[CH:24][CH:23]=2)[N:17]2[CH2:20][C:19](=O)[CH2:18]2)[CH:15]=[CH:14][CH:13]=[CH:12][CH:11]=1.C([BH3-])#N.C[NH+](C)C>CO.C(O)(=O)C>[C:10]1([CH:16]([C:22]2[CH:27]=[CH:26][CH:25]=[CH:24][CH:23]=2)[N:17]2[CH2:20][CH:19]([N:1]3[CH2:6][CH2:5][CH:4]([C:7]([OH:9])=[O:8])[CH2:3][CH2:2]3)[CH2:18]2)[CH:11]=[CH:12][CH:13]=[CH:14][CH:15]=1 |f:2.3|. Procedure details: To a mixture of piperidine-4-carboxylic acid (0.13 g, 1.0 mmol) and 1-(diphenylmethyl)azetidin-3-one (see Bioorg. Med. Chem. Lett.; 13; 2003; 2191-2194, 0.24 g, 1.0 mmol), methanol (3 mL) and acetic acid (0.3 mL) was added (polystyrylmethyl) trimethylammonium cyanoborohydride (4.1 mmol/g, 0.25 g). The reaction mixture was heated for 5 min at 120° C. using microwave single node heating. Methanol was added and then the resin was filtered off. The solvent was removed by evaporation. There was obtai... Run in N1=CC=CC=C1 (pyridine). Reported procedure: 0.55 g (1 mmol) of 4'-[(2-n-butyl-7-hydroxy-4-methyl-benzimidazol-1-yl)-methyl]biphenyl-2-carboxylic acid trifluoroacetate is dissolved in 20 ml of pyridine. 0.5 ml (7 mmol) of acetyl chloride is added dropwise to the mixture at 5° C. with stirring. The mixture is stirred for 1 hour at 5° C. and then for 2 hours at ambient temperature. The pyridine is distilled off in vacuum on a rotary evaporator. The residue is mixed with water and filtered under suction. After washing with water, it is dried ... Yields the product C(C)(=O)OC1=CC=C(C2=C1N(C(=N2)CCCC)CC2=CC=C(C=C2)C=2C(=CC=CC2)C(=O)O)C (4'-[(7-Acetoxy-2-n-butyl-4-methyl-benzimidazol-1-yl)-methyl]biphenyl-2-carboxylic acid). Reaction SMILES: F[C:2](F)(F)[C:3]([OH:5])=[O:4].[CH2:8]([C:12]1[N:16]([CH2:17][C:18]2[CH:23]=[CH:22][C:21]([C:24]3[C:25]([C:30]([OH:32])=[O:31])=[CH:26][CH:27]=[CH:28][CH:29]=3)=[CH:20][CH:19]=2)[C:15]2[C:33](O)=[CH:34][CH:35]=[C:36]([CH3:37])[C:14]=2[N:13]=1)[CH2:9][CH2:10][CH3:11].C(Cl)(=O)C>N1C=CC=CC=1>[C:3]([O:5][C:33]1[C:15]2[N:16]([CH2:17][C:18]3[CH:23]=[CH:22][C:21]([C:24]4[C:25]([C:30]([OH:32])=[O:31])=[CH:26][CH:27]=[CH:28][CH:29]=4)=[CH:20][CH:19]=3)[C:12]([CH2:8][CH2:9][CH2:10][CH3:11])=[N:13][C:14]=2[C:36]([CH3:37])=[CH:35][CH:34]=1)(=[O:4])[CH3:2] |f:0.1|. Conditions: time 2 hour. Reactants: FC(C(=O)O)(F)F.C(CCC)C1=NC2=C(N1CC1=CC=C(C=C1)C=1C(=CC=CC1)C(=O)O)C(=CC=C2C)O (4'-[(2-n-butyl-7-hydroxy-4-methyl-benzimidazol-1-yl)-methyl]biphenyl-2-carboxylic acid trifluoroacetate), C(C)(=O)Cl (acetyl chloride). The reactants are CCOC(C)=O, Cl, O=C1CCc2ccc(F)cc21, CON, c1ccncc1. Product: CON=C1CCc2ccc(F)cc21. Reaction SMILES: [CH2:22]([O:23][C:24](=[O:25])[CH3:26])[CH3:27].[ClH:12].[F:1][c:2]1[cH:3][cH:4][c:5]2[c:9]([cH:10]1)[C:8](=[O:11])[CH2:7][CH2:6]2.[O:13]([CH3:14])[NH2:15].[cH:16]1[cH:17][cH:18][n:19][cH:20][cH:21]1>>[F:1][c:2]1[cH:3][cH:4][c:5]2[c:9]([cH:10]1)[C:8](=[N:15][O:13][CH3:14])[CH2:7][CH2:6]2. Starting materials: COC(=O)CBr, C1CCOC1, CC(C)N1C(=O)NC(C)(c2ccccc2)C1=O, [H-], [Na+], [Na+], O=C([O-])O. The product is COC(=O)CN1C(=O)N(C(C)C)C(=O)C1(C)c1ccccc1. Reaction SMILES: [Br:20][CH2:21][C:22](=[O:23])[O:24][CH3:25].[CH2:31]1[O:32][CH2:33][CH2:34][CH2:35]1.[CH:1]([CH3:2])([CH3:3])[N:4]1[C:5](=[O:17])[NH:6][C:7]([c:10]2[cH:11][cH:12][cH:13][cH:14][cH:15]2)([CH3:16])[C:8]1=[O:9].[H-:19].[Na+:18].[Na+:30].[O-:26][C:27]([OH:28])=[O:29]>>[CH:1]([CH3:2])([CH3:3])[N:4]1[C:5](=[O:17])[N:6]([CH2:21][C:22](=[O:23])[O:24][CH3:25])[C:7]([c:10]2[cH:11][cH:12][cH:13][cH:14][cH:15]2)([CH3:16])[C:8]1=[O:9]. The reactants are Br[Si](C)(C)C (bromotrimethylsilane), O[C@@H](CN1C(=O)N=C(N)N=C1)COC(C1=CC=CC=C1)(C1=CC=CC=C1)C1=CC=CC=C1 (1-[(2S)-2-hydroxy-3-(triphenylmethoxy)propyl]-5-azacytosine), S(=O)(=O)(C1=CC=C(C)C=C1)OCP(OC(C)C)(OC(C)C)=O (diisopropyl tosyloxymethylphosphonate), oil, [H-].[Na+] (NaH). Solvent: C(C)(=O)O (Acetic acid), CN(C)C=O (DMF). Reaction conditions: temperature -20 celsius, time 15 minute. The product is OC[C@H](CN1C(=O)N=C(N)N=C1)OCP(=O)(O)O ((S)-1-[3-hydroxy-2-(Phosphonomethoxy)propyl]-5-azacytosine). Reaction SMILES: [OH:1][C@H:2]([CH2:12][O:13]C(C1C=CC=CC=1)(C1C=CC=CC=1)C1C=CC=CC=1)[CH2:3][N:4]1[CH:11]=[N:10][C:8]([NH2:9])=[N:7][C:5]1=[O:6].S(O[CH2:44][P:45](=[O:54])([O:50]C(C)C)[O:46]C(C)C)(C1C=CC(C)=CC=1)(=O)=O.[H-].[Na+].Br[Si](C)(C)C>CN(C=O)C.C(O)(=O)C>[OH:13][CH2:12][C@@H:2]([O:1][CH2:44][P:45]([OH:54])([OH:50])=[O:46])[CH2:3][N:4]1[CH:11]=[N:10][C:8]([NH2:9])=[N:7][C:5]1=[O:6] |f:2.3|. Reported procedure: A solution of 1-[(2S)-2-hydroxy-3-(triphenylmethoxy)propyl]-5-azacytosine (934 mg, 2.18 mmol) and diisopropyl tosyloxymethylphosphonate (1.05 g, 3 mmol) in DMF (30 ml) was cooled to −20° C. and 60% oil dispersion of NaH (240 mg, 6 mmol) was added. The mixture was stirred at −20° C. for 15 min, then the temperature was let to rise to approx. 25° C. (room temperature) and the stirring continued for additional 15 h. Acetic acid was added drop wise to pH 7, the mixture evaporated and the residue coe... The reactants are O.C1(=CC=CC=C1)C(=O)C=O (Phenylglyoxal monohydrate), C(C)C1=CC=CC=C1 (ethylbenzene). Reagents/catalysts: [Ti](Cl)(Cl)(Cl)Cl (titanium tetrachloride). The solvent is ClC(C)Cl (dichloroethane). The product is C(C)C1=CC=C(C(C(C2=CC=CC=C2)=O)O)C=C1 (4'-ethylbenzoin). Yield: 74.0%. RXN SMILES: O.[C:2]1([C:8]([CH:10]=[O:11])=[O:9])[CH:7]=[CH:6][CH:5]=[CH:4][CH:3]=1.[CH2:12]([C:14]1[CH:19]=[CH:18][CH:17]=[CH:16][CH:15]=1)[CH3:13]>ClC(Cl)C.[Ti](Cl)(Cl)(Cl)Cl>[CH2:12]([C:14]1[CH:19]=[CH:18][C:17]([CH:10]([OH:11])[C:8](=[O:9])[C:2]2[CH:7]=[CH:6][CH:5]=[CH:4][CH:3]=2)=[CH:16][CH:15]=1)[CH3:13] |f:0.1|. Procedure details: Phenylglyoxal monohydrate (304 mg, 2 mM) and ethylbenzene (0.49 ml, 4 mM) were dissolved in dichloroethane (4 ml), titanium tetrachloride (0.33 ml, 3 mM) was added, and reacted at room temperature for 2 hours. The reaction mixture was extracted with ethylacetate, the extract was washed with saturated sodium hydrogen carbonate solution and brine, dried with sodium sulfate anhydrous, and then concentrated to obtain a yellow-colored oil. The oil was crystallized from a petroleum ether/diethylether ...